From a dataset of the Open Reaction Database (ORD), a public repository of structured organic reaction records. describe an organic reaction: reactants, conditions, products, and yield Starting materials: N(=[N+]=[N-])C(C(=O)OC)=CC1=CC=C(C=C1)C(O)P(=O)(OOCC)OOCC (Methyl α-azido-4-[[(Diethoxy)phosphono]hydroxymethyl]cinnamate), [H][H] (Hydrogen). Reagents/catalysts: [Pd] (Pd), [Pd] (Pd). The solvent is CO (MeOH). The product is C(C)OOP(=O)(OOCC)C(C1=CC=C(CC(N)C(=O)OC)C=C1)O (Methyl 4-[[(Di-ethoxy)phosphono]hydroxymethyl]-D,L-phenylalaninate). Yield: 85.6%. RXN SMILES: [N:1]([C:4](=[CH:9][C:10]1[CH:15]=[CH:14][C:13]([CH:16]([P:18]([O:24][O:25][CH2:26][CH3:27])([O:20][O:21][CH2:22][CH3:23])=[O:19])[OH:17])=[CH:12][CH:11]=1)[C:5]([O:7][CH3:8])=[O:6])=[N+]=[N-].[H][H]>CO.[Pd]>[CH2:22]([O:21][O:20][P:18]([CH:16]([OH:17])[C:13]1[CH:14]=[CH:15][C:10]([CH2:9][CH:4]([C:5]([O:7][CH3:8])=[O:6])[NH2:1])=[CH:11][CH:12]=1)([O:24][O:25][CH2:26][CH3:27])=[O:19])[CH3:23]. Procedure details: A total of 3.4 g (9.2 mmol) of 38 in 100 mL MeOH was hydrogenated at 40 psi H2 over 300 mg 10% Pd.C. Hydrogen was replenished at t=15, 60, 135, 210 and 255 minutes and 300 mg additional 10% Pd, C was added at t=135 and 255 minutes and the reaction terminated at t=6 hours. The mixture was filtered through celite and rotovapped (30° C.) to yield 39 as a clear colorless oil (2.97 g, 95%). The oil crystallized from ether yielding white crystals, mp 94°-100° C. (soften 77° C.). 1H NMR (250 MHz, DMSO-... Starting materials: C1=CC=C2C=C(C=CC2=C1)S (2-thionaphthol), BrCC=C(CCC=C(C)C)C (1-bromo-3,7-dimethyl-octa-2,6-diene). The product is C1=C(C=CC2=CC=CC=C12)SCC=C(CCC=C(C)C)C (3,7-dimethyl-octa-2,6-dienyl 2-naphthyl sulphide). As a reaction SMILES: [CH:1]1[CH:10]=[C:9]2[C:4]([CH:5]=[C:6]([SH:11])[CH:7]=[CH:8]2)=[CH:3][CH:2]=1.Br[CH2:13][CH:14]=[C:15]([CH3:22])[CH2:16][CH2:17][CH:18]=[C:19]([CH3:21])[CH3:20]>>[CH:5]1[C:4]2[C:9](=[CH:10][CH:1]=[CH:2][CH:3]=2)[CH:8]=[CH:7][C:6]=1[S:11][CH2:13][CH:14]=[C:15]([CH3:22])[CH2:16][CH2:17][CH:18]=[C:19]([CH3:21])[CH3:20]. Procedure details: 2-thionaphthol is reacted with 1-bromo-3,7-dimethyl-octa-2,6-diene to produce 3,7-dimethyl-octa-2,6-dienyl 2-naphthyl sulphide (boiling point = 138° C/0.25 mmHg;